From a dataset of the Open Reaction Database (ORD), a public repository of structured organic reaction records. describe an organic reaction: reactants, conditions, products, and yield As a reaction SMILES: [C:35]([O:36][BH-:37]([O:38][C:39](=[O:40])[CH3:41])[O:42][C:43](=[O:44])[CH3:45])(=[O:46])[CH3:47].[Cl:1][c:2]1[c:3]2[cH:4][cH:5][cH:6][n:7][c:8]2[c:9]([N:12]2[CH2:13][CH2:14][NH:15][CH2:16][CH2:17]2)[cH:10][cH:11]1.[Na+:48].[n:18]1[cH:19][cH:20][cH:21][c:22]2[cH:23][cH:24][cH:25][c:26]([N:28]3[CH2:29][CH2:30][C:31](=[O:34])[CH2:32][CH2:33]3)[c:27]12>>[Cl:1][c:2]1[c:3]2[cH:4][cH:5][cH:6][n:7][c:8]2[c:9]([N:12]2[CH2:13][CH2:14][N:15]([CH:31]3[CH2:30][CH2:29][N:28]([c:26]4[cH:25][cH:24][cH:23][c:22]5[cH:21][cH:20][cH:19][n:18][c:27]54)[CH2:33][CH2:32]3)[CH2:16][CH2:17]2)[cH:10][cH:11]1. The reactants are CC(=O)O[BH-](OC(C)=O)OC(C)=O, Clc1ccc(N2CCNCC2)c2ncccc12, [Na+], O=C1CCN(c2cccc3cccnc23)CC1. The product is Clc1ccc(N2CCN(C3CCN(c4cccc5cccnc45)CC3)CC2)c2ncccc12. Starting materials: OC[C@H]1N(CC2=CC=CC=C2C1)C(=O)C1=C(C=CC(=C1)[N+](=O)[O-])N1N=C(C=C1C)C(=O)O ((5)-1-(2-(3-(hydroxymethyl)-1,2,3,4-tetrahydroisoquinoline-2-carbonyl)-4-nitrophenyl)-5-methyl-1H-pyrazole-3-carboxylic acid), C(CCC)NCCCC (dibutylamine), CCN=C=NCCCN(C)C.Cl (EDC.HCl), C=1C=CC2=C(C1)N=NN2O (HOBT). Run in O (water), CN(C)C=O (DMF). Run at time 12 hour. Yields the product C(CCC)N(C(=O)C1=NN(C(=C1)C)C1=C(C=C(C=C1)[N+](=O)[O-])C(=O)N1CC2=CC=CC=C2C[C@H]1CO)CCCC ((S)—N,N-dibutyl-1-(2-(3-(hydroxymethyl)-1,2,3,4-tetrahydroisoquinoline-2-carbonyl)-4-nitrophenyl)-5-methyl-1H-pyrazole-3-carboxamide), solid. Isolated yield 51.0%. As a reaction SMILES: [OH:1][CH2:2][C@@H:3]1[CH2:12][C:11]2[C:6](=[CH:7][CH:8]=[CH:9][CH:10]=2)[CH2:5][N:4]1[C:13]([C:15]1[CH:20]=[C:19]([N+:21]([O-:23])=[O:22])[CH:18]=[CH:17][C:16]=1[N:24]1[C:28]([CH3:29])=[CH:27][C:26]([C:30](O)=[O:31])=[N:25]1)=[O:14].[CH2:33]([NH:37][CH2:38][CH2:39][CH2:40][CH3:41])[CH2:34][CH2:35][CH3:36].CCN=C=NCCCN(C)C.Cl.C1C=CC2N(O)N=NC=2C=1>CN(C=O)C.O>[CH2:33]([N:37]([CH2:38][CH2:39][CH2:40][CH3:41])[C:30]([C:26]1[CH:27]=[C:28]([CH3:29])[N:24]([C:16]2[CH:17]=[CH:18][C:19]([N+:21]([O-:23])=[O:22])=[CH:20][C:15]=2[C:13]([N:4]2[C@H:3]([CH2:2][OH:1])[CH2:12][C:11]3[C:6](=[CH:7][CH:8]=[CH:9][CH:10]=3)[CH2:5]2)=[O:14])[N:25]=1)=[O:31])[CH2:34][CH2:35][CH3:36] |f:2.3|. Reported procedure: To a solution of (5)-1-(2-(3-(hydroxymethyl)-1,2,3,4-tetrahydroisoquinoline-2-carbonyl)-4-nitrophenyl)-5-methyl-1H-pyrazole-3-carboxylic acid (14.0 g, 32.1 mmol) in DMF (150 mL) were added dibutylamine (8.6 mL, 48.2 mmol), EDC.HCl (9.2 g, 48.2 mmol), HOBT (5.63 g, 41.7 mmol) followed by stirring at RT for 12 h. The reaction mixture was diluted with water and extracted with EtOAc (300 mL×2) twice. The combined organic layers were washed with water (300 mL), brine (100 mL), dried over sodium sulph... Reactants: C1(CCCCCO1)=O (ε-Caprolactone), C1(OCCCO1)=O (trimethylene carbonate), C(CCCCCCCCCCC)O (lauryl alcohol), stannous chloride dihydrate. Conditions: temperature 135 celsius. Product: C1(CCCCCO1)=O.C1(OCCCO1)=O (ε-Caprolactone Trimethylene Carbonate). Reaction SMILES: [C:1]1(=[O:8])[O:7][CH2:6][CH2:5][CH2:4][CH2:3][CH2:2]1.[C:9]1(=[O:15])[O:14][CH2:13][CH2:12][CH2:11][O:10]1.C(O)CCCCCCCCCCC>>[C:1]1(=[O:8])[O:7][CH2:6][CH2:5][CH2:4][CH2:3][CH2:2]1.[C:9]1(=[O:15])[O:14][CH2:13][CH2:12][CH2:11][O:10]1 |f:3.4|. Reported procedure: ε-Caprolactone (8.0 g, 0.070 mole), trimethylene carbonate (2.0 g, 0.020 mole), lauryl alcohol (0.283 g, 1.52×10-3 mole) and stannous chloride dihydrate (2.02 mg, 8.91×10-6 mole) were combined in a flask. The flask was flushed with nitrogen, evacuated and sealed. The flask was heated at 135° C. for 24 hours. The resulting polymer had a composition, as measured by 1H NMR, of 86 wt. % ε-caprolactone and 14 wt. % trimethylene carbonate. The ηinh of the copolymer was 0.26 dl/g (0.5 g/dl in HFAS). Starting materials: OC1=CC=C(C(=O)OCC2=CC=CC=C2)C=C1 (benzyl 4-hydroxybenzoate), O (water), FC1=C(C(=C(C(=C1[N+](=O)[O-])F)F)F)F (pentafluoronitrobenzene), C([O-])([O-])=O.[K+].[K+] (potassium carbonate). Reaction SMILES: F[C:2]1[C:7]([N+:8]([O-:10])=[O:9])=[C:6]([F:11])[C:5]([F:12])=[C:4](F)[C:3]=1[F:14].C(=O)([O-])[O-:16].[K+].[K+].[OH:21][C:22]1[CH:37]=[CH:36][C:25]([C:26]([O:28][CH2:29][C:30]2[CH:35]=[CH:34][CH:33]=[CH:32][CH:31]=2)=[O:27])=[CH:24][CH:23]=1.O>CN1CCCC1=O.C(OCC)(=O)C>[N+:8]([C:7]1[C:6]([F:11])=[C:5]([F:12])[C:4]([O:21][C:22]2[CH:37]=[CH:36][C:25]([C:26]([O:28][CH2:29][C:30]3[CH:35]=[CH:34][CH:33]=[CH:32][CH:31]=3)=[O:27])=[CH:24][CH:23]=2)=[C:3]([F:14])[C:2]=1[OH:16])([O-:10])=[O:9] |f:1.2.3|. Yield: 89.0%. The product is [N+](=O)([O-])C1=C(C(=C(OC2=CC=C(C(=O)OCC3=CC=CC=C3)C=C2)C(=C1F)F)F)O (Benzyl 4-(4-nitro-3-hydroxy-2,5,6-trifluorophenoxy)benzoate). Procedure details: 42.6 g of pentafluoronitrobenzene (0.2 mol) are dissolved in 300 ml of N-methylpyrrolidone. After 30 g of potassium carbonate (0.22 mol) have been added, the mixture is cooled to -5° C., and a solution of 45.6 g of benzyl 4-hydroxybenzoate (0.2 mol) in 300 ml of N-methylpyrrolidone is then added drop wise over the course of 30 minutes with stirring. After 1 hour, the reaction temperature is raised to 23° C. for 24 hours, and 800 ml of water and 300 ml of ethyl acetate are then added. The organic... Run at temperature -5 celsius, time 1 hour. Run in CN1C(CCC1)=O (N-methylpyrrolidone), C(C)(=O)OCC (ethyl acetate), CN1C(CCC1)=O (N-methylpyrrolidone). Reactants: C(C)OC(=O)[C@@H]1CC[C@@H](CC1)N1C=C(C2=C1N=CN=C2N)C2=CC=C1C=CC(=NC1=C2)C2=CC=CC=C2 (cis-4-[4-amino-5-(2-phenylquinolin-7-yl)-pyrrolo[2,3-d]pyrimidin-7-yl]-cyclohexanecarboxylic acid ethyl ester), [H-].[H-].[H-].[H-].[Li+].[Al+3] (LiAlH4), C(C(O)C(O)C(=O)[O-])(=O)[O-].[Na+].[K+] (potassium sodium tartarate). The solvent is C1CCOC1 (THF). Conditions: time 2 hour. Yields the product NC=1C2=C(N=CN1)N(C=C2C2=CC=C1C=CC(=NC1=C2)C2=CC=CC=C2)[C@H]2CC[C@H](CC2)CO (cis-{4-[4-Amino-5-(2-phenylquinolin-7-yl)-pyrrolo[2,3-d]pyrimidin-7-yl]-cyclohexyl}-methanol). Reaction SMILES: C([O:3][C:4]([C@H:6]1[CH2:11][CH2:10][C@@H:9]([N:12]2[C:16]3[N:17]=[CH:18][N:19]=[C:20]([NH2:21])[C:15]=3[C:14]([C:22]3[CH:31]=[C:30]4[C:25]([CH:26]=[CH:27][C:28]([C:32]5[CH:37]=[CH:36][CH:35]=[CH:34][CH:33]=5)=[N:29]4)=[CH:24][CH:23]=3)=[CH:13]2)[CH2:8][CH2:7]1)=O)C.[H-].[H-].[H-].[H-].[Li+].[Al+3].C([O-])(=O)C(C(C([O-])=O)O)O.[Na+].[K+]>C1COCC1>[NH2:21][C:20]1[C:15]2[C:14]([C:22]3[CH:31]=[C:30]4[C:25]([CH:26]=[CH:27][C:28]([C:32]5[CH:37]=[CH:36][CH:35]=[CH:34][CH:33]=5)=[N:29]4)=[CH:24][CH:23]=3)=[CH:13][N:12]([C@@H:9]3[CH2:8][CH2:7][C@H:6]([CH2:4][OH:3])[CH2:11][CH2:10]3)[C:16]=2[N:17]=[CH:18][N:19]=1 |f:1.2.3.4.5.6,7.8.9|. Procedure details: Into the THF (1 mL) solution of cis-4-[4-amino-5-(2-phenylquinolin-7-yl)-pyrrolo[2,3-d]pyrimidin-7-yl]-cyclohexanecarboxylic acid ethyl ester (13.3 mg, 0.0271 mmol) was added dropwise LiAlH4 (1 M in THF, 203 μL, 0.75 eq.) at 0° C. under N2. After stirring at rt for 2 h, the reaction mixture was treated with saturated potassium sodium tartarate solution (5 mL) and extracted with EtOAc (2×10 mL). The extracts were washed with H2O (10 mL) and brine (10 mL), and dried over MgSO4. The drying agent wa... Reactants: ClC1=CC=C(C=C1)C(CCO)(CC)C1=CNC2=C(C=CC=C12)CSC (3-(4-Chlorophenyl)-3-{7-[(methylsulfanyl)methyl]-1H-indol-3-yl}pentan-1-ol), ClCCl (dichloromethane), ClC1=CC(=CC=C1)C(=O)OO (meta-chloroperbenzoic acid). The solvent is CO (methanol). Reaction conditions: time 2 hour. Yields the product ClC1=CC=C(C=C1)C(CCO)(CC)C1=CNC2=C(C=CC=C12)CS(=O)C (3-(4-Chlorophenyl)-3-{7-[(methylsulfinyl)methyl]-1H-indol-3-yl}pentan-1-ol). As a reaction SMILES: [Cl:1][C:2]1[CH:7]=[CH:6][C:5]([C:8]([C:14]2[C:22]3[C:17](=[C:18]([CH2:23][S:24][CH3:25])[CH:19]=[CH:20][CH:21]=3)[NH:16][CH:15]=2)([CH2:12][CH3:13])[CH2:9][CH2:10][OH:11])=[CH:4][CH:3]=1.ClCCl.ClC1C=CC=C(C(OO)=[O:37])C=1>CO>[Cl:1][C:2]1[CH:3]=[CH:4][C:5]([C:8]([C:14]2[C:22]3[C:17](=[C:18]([CH2:23][S:24]([CH3:25])=[O:37])[CH:19]=[CH:20][CH:21]=3)[NH:16][CH:15]=2)([CH2:12][CH3:13])[CH2:9][CH2:10][OH:11])=[CH:6][CH:7]=1. Reported procedure: 60 mg (0.16 mmol) of the compound from Example 140 were introduced into 6 ml of dichloromethane at 0° C., 40 mg (0.16 mmol) of 70% pure meta-chloroperbenzoic acid were added, and the mixture was stirred at RT for 2 h. 2 ml of methanol were added, and the solution was concentrated. The crude product was purified by preparative HPLC (mobile phase: acetonitrile/water gradient) to result in 62 mg (99% of theory) of the title compound as mixture of diastereomers. Isolated yield 64.0%. RXN SMILES: [NH2:1][CH2:2][CH2:3][O:4][C:5]1[CH:10]=[CH:9][CH:8]=[CH:7][C:6]=1[CH2:11][C:12]([OH:14])=O.[NH2:15][CH:16]1[C:29](=[O:30])[N:18]2[CH:19]([C:24]3[NH:28][N:27]=[N:26][N:25]=3)[C:20]([CH3:23])([CH3:22])[S:21][C@H:17]12.[K+].[Br-]>C(N(CC)CC)C>[NH2:1][CH2:2][CH2:3][O:4][C:5]1[CH:10]=[CH:9][CH:8]=[CH:7][C:6]=1[CH2:11][C:12]([NH:15][CH:16]1[C:29](=[O:30])[N:18]2[CH:19]([C:24]3[NH:25][N:26]=[N:27][N:28]=3)[C:20]([CH3:22])([CH3:23])[S:21][C@H:17]12)=[O:14] |f:2.3|. The reactants are NCCOC1=C(C=CC=C1)CC(=O)O (2-(2-[2-aminoethoxy]phenyl)acetic acid), β-lactam, amide, NC1[C@@H]2N(C(C(S2)(C)C)C2=NN=NN2)C1=O (6-amino-2,2-dimethyl-3-(5-tetrazolyl)penam), [K+].[Br-] (KBr). The solvent is C(C)N(CC)CC (triethylamine). Yields the product NCCOC1=C(C=CC=C1)CC(=O)NC1[C@@H]2N(C(C(S2)(C)C)C2=NN=NN2)C1=O (6-(2-[2-(2-Aminoethoxy)phenyl]acetamido)-2,2-dimethyl-3-(5-tetrazolyl)penam). Procedure details: The title compound is prepared in 64% yield from 2-(2-[2-aminoethoxy]phenyl)acetic acid (U.S. Pat. No. 3,759,905) and 6-amino-2,2-dimethyl-3-(5-tetrazolyl)penam, by a procedure analogous to that of Example LXXXV. IR (KBr disc): 1780 cm-1 (β-lactam) and 1667 cm-1 (amide I). NMR (in D2O): 7.1 ppm (m, 4H), 5.7 ppm (d, 1H), 5.5 ppm (d, 1H), 5.2 ppm (s, 1H), 3.7-3.3 ppm (m, 4H), 3.1 ppm (q, 12H), 1.6 ppm (s, 3H), 1.2 ppm (t, 18H), 1.0 ppm (s, 3H). The product is a 1:2 complex of the title compound an... The reactants are Cc1cc(C)cc(-c2c(OCCC3CCCCN3C(=O)OC(C)(C)C)c3cc(NC(=O)Cc4ccccn4)c(Cl)cc3[nH]c2=O)c1, O=C(O)C(F)(F)F. Yields the product Cc1cc(C)cc(-c2c(OCCC3CCCCN3)c3cc(NC(=O)Cc4ccccn4)c(Cl)cc3[nH]c2=O)c1. Reaction SMILES: [C:1]([O:2][C:3](=[O:4])[N:8]1[CH:9]([CH2:14][CH2:15][O:16][c:17]2[c:18](-[c:39]3[cH:40][c:41]([CH3:46])[cH:42][c:43]([CH3:45])[cH:44]3)[c:19](=[O:38])[nH:20][c:21]3[cH:22][c:23]([Cl:37])[c:24]([NH:27][C:28]([CH2:29][c:30]4[n:31][cH:32][cH:33][cH:34][cH:35]4)=[O:36])[cH:25][c:26]23)[CH2:10][CH2:11][CH2:12][CH2:13]1)([CH3:5])([CH3:6])[CH3:7].[OH:47][C:48]([C:49]([F:50])([F:51])[F:52])=[O:53]>>[NH:8]1[CH:9]([CH2:14][CH2:15][O:16][c:17]2[c:18](-[c:39]3[cH:40][c:41]([CH3:46])[cH:42][c:43]([CH3:45])[cH:44]3)[c:19](=[O:38])[nH:20][c:21]3[cH:22][c:23]([Cl:37])[c:24]([NH:27][C:28]([CH2:29][c:30]4[n:31][cH:32][cH:33][cH:34][cH:35]4)=[O:36])[cH:25][c:26]23)[CH2:10][CH2:11][CH2:12][CH2:13]1. Starting materials: N,N-bis(2-hydroxyethyl), C(Cl)(Cl)(Cl)Cl (carbon tetrachloride), FF (Fluorine), C(Cl)(Cl)(Cl)Cl (carbon tetrachloride), C1(=CC=CC=C1)P(C1=CC=CC=C1)C1=CC=CC=C1 (triphenylphosphine). Solvent: ClCCl (dichloromethane). Conditions: temperature 0 celsius. Yields the product C1(=CC=CC=C1)P(C1=CC=CC=C1)C1=CC=CC=C1.ClC(Cl)(Cl)Cl (Triphenylphosphine Tetrachlorocarbon). RXN SMILES: FF.[C:3]([Cl:7])([Cl:6])([Cl:5])[Cl:4].[C:8]1([P:14]([C:21]2[CH:26]=[CH:25][CH:24]=[CH:23][CH:22]=2)[C:15]2[CH:20]=[CH:19][CH:18]=[CH:17][CH:16]=2)[CH:13]=[CH:12][CH:11]=[CH:10][CH:9]=1>ClCCl>[C:21]1([P:14]([C:8]2[CH:9]=[CH:10][CH:11]=[CH:12][CH:13]=2)[C:15]2[CH:20]=[CH:19][CH:18]=[CH:17][CH:16]=2)[CH:22]=[CH:23][CH:24]=[CH:25][CH:26]=1.[Cl:4][C:3]([Cl:7])([Cl:6])[Cl:5] |f:4.5|. Procedure: Adapting literature known protocols (Buss, et al., J. Fluorine Chem., 1986, 34(1), 83-114; and Kupczyk-Subotkowska, et al., J. Drug Targeting, 1997, 4(6), 359-370), a solution of the corresponding N,N-bis(2-hydroxyethyl) derivative (5 mmol) in anhydrous dichloromethane (DCM) (about 25 mL) containing carbon tetrachloride (CCl4) (15-25 mmol) is cooled to about 0° C. (ice bath). Alternatively, neat carbon tetrachloride (CCl4) (25 mL) is used as a reaction solvent. The reaction mixture is stirred, a... Starting materials: CCCCCCCCOCC1CO1, CCCCCCCCCCCC(=O)O, [Na+], [OH-], O. The product is CCCCCCCCOCC(O)CO. Reaction SMILES: [CH2:1]([CH:2]1[CH2:3][O:4]1)[O:5][CH2:6][CH2:7][CH2:8][CH2:9][CH2:10][CH2:11][CH2:12][CH3:13].[CH3:15][CH2:16][CH2:17][CH2:18][CH2:19][CH2:20][CH2:21][CH2:22][CH2:23][CH2:24][CH2:25][C:26]([OH:27])=[O:28].[Na+:30].[OH-:29].[OH2:14]>>[CH2:1]([CH:2]([CH2:3][OH:27])[OH:4])[O:5][CH2:6][CH2:7][CH2:8][CH2:9][CH2:10][CH2:11][CH2:12][CH3:13].